Task: describe an organic reaction: reactants, conditions, products, and yield. Dataset: the Open Reaction Database (ORD), a public repository of structured organic reaction records The reactants are O.NN (hydrazine monohydrate), CN(C)C=NC(=O)C=1SC(=C(C1C1=CC=C(C=C1)C(C)(C)C)C#N)CC (3-(4-tert-butyl-phenyl)-4-cyano-5-ethyl-thiophene-2-carboxylic acid dimethylaminomethyleneamide), ice water. Run in C(C)(=O)O (acetic acid). Run at temperature 90 celsius. Yields the product C(C)(C)(C)C1=CC=C(C=C1)C=1C(=C(SC1C=1NN=CN1)CC)C#N (4-(4-tert-Butyl-phenyl)-2-ethyl-5-(2H-[1,2,4]triazol-3-yl)-thiophene-3-carbonitrile). Reaction SMILES: C[N:2]([CH:4]=[N:5][C:6]([C:8]1[S:9][C:10]([CH2:25][CH3:26])=[C:11]([C:23]#[N:24])[C:12]=1[C:13]1[CH:18]=[CH:17][C:16]([C:19]([CH3:22])([CH3:21])[CH3:20])=[CH:15][CH:14]=1)=O)C.O.[NH2:28]N>C(O)(=O)C>[C:19]([C:16]1[CH:17]=[CH:18][C:13]([C:12]2[C:11]([C:23]#[N:24])=[C:10]([CH2:25][CH3:26])[S:9][C:8]=2[C:6]2[NH:28][N:2]=[CH:4][N:5]=2)=[CH:14][CH:15]=1)([CH3:20])([CH3:22])[CH3:21] |f:1.2|. Procedure details: Dissolve 3-(4-tert-butyl-phenyl)-4-cyano-5-ethyl-thiophene-2-carboxylic acid dimethylaminomethyleneamide (261 mg, 0.71 mmol) in 2 mL of glacial acetic acid, add hydrazine monohydrate (50 μL, 1.03 mmol) and heat to 90° C. under nitrogen. After 90 minutes cool the reaction slightly, pour into 50 mL of ice-water and stir for twenty minutes. Filter off the resulting solid and rinse with 10 mL of water. Vacuum-dry overnight to give the title compound, 206 mg (86%). MS(ES+, m/e)=337 (M++1); HPLC=00%. Starting materials: [BH4-].[Na+] (sodium borohydride), C1CCN2C(C=3C=CC=CC3C=C21)=O (2,3-dihydropyrrolo[1,2-b]isoquinolin-5(1H)-one), material. Solvent: CO (methanol), P(=O)(Cl)(Cl)Cl (phosphorus oxychloride). Run at temperature 0 celsius. Product: C1CCN2CC=3C=CC=CC3CC21 (1,2,3,5,10,10a-Hexahydropyrrolo[1,2-b]isoquinoline). The yield is 41.6%. RXN SMILES: [CH2:1]1[C:13]2[N:4]([C:5](=O)[C:6]3[CH:7]=[CH:8][CH:9]=[CH:10][C:11]=3[CH:12]=2)[CH2:3][CH2:2]1.[BH4-].[Na+]>P(Cl)(Cl)(Cl)=O.CO>[CH2:1]1[CH:13]2[N:4]([CH2:5][C:6]3[CH:7]=[CH:8][CH:9]=[CH:10][C:11]=3[CH2:12]2)[CH2:3][CH2:2]1 |f:1.2|. Reported procedure: A suspension of 2,3-dihydropyrrolo[1,2-b]isoquinolin-5(1H)-one (10.8 g, 58.3 mmol) [G. M. Coppola, J. Heterocycl. Chem., 181, 18, 767] in phosphorus oxychloride (100 ml) was heated at reflux for 1.5 h. Upon cooling, the solvent was removed in vacuo to give an oil. This oil was immediately taken up in cold methanol (275 ml) and sodium borohydride (4.0 g) was added portionwise to this solution while maintaining the reaction mixture at 0° C. The solvent was concentrated and the residue was dissolve... The reactants are COC=1C(=C(C=CC1)C(OC[C@@H]1[C@H](C[C@@H](O1)N1C(=O)NC(=O)C(C)=C1)COC(C)=O)(C1=CC=CC=C1)C1=CC=CC=C1)OC (5'-O-(Dimethoxytriphenylmethyl)-3'-deoxy-3'-C-(acetoxymethyl)-thymidine), N (NH3). Run in CO (methanol), CO (MeOH). Run at temperature 0 celsius, time 24 hour. Yields the product COC=1C(=C(C=CC1)C(OC[C@@H]1[C@H](C[C@@H](O1)N1C(=O)NC(=O)C(C)=C1)C)(C1=CC=CC=C1)C1=CC=CC=C1)OC (5'-O-(Dimethoxytriphenylmethyl)-3'-deoxy-3'- methyl-thymidine). The yield is 63.0%. Reaction SMILES: [CH3:1][O:2][C:3]1[C:4]([O:43][CH3:44])=[C:5]([C:9]([C:37]2[CH:42]=[CH:41][CH:40]=[CH:39][CH:38]=2)([C:31]2[CH:36]=[CH:35][CH:34]=[CH:33][CH:32]=2)[O:10][CH2:11][C@H:12]2[O:16][C@@H:15]([N:17]3[CH:25]=[C:23]([CH3:24])[C:21](=[O:22])[NH:20][C:18]3=[O:19])[CH2:14][C@@H:13]2[CH2:26]OC(=O)C)[CH:6]=[CH:7][CH:8]=1.N>CO>[CH3:1][O:2][C:3]1[C:4]([O:43][CH3:44])=[C:5]([C:9]([C:31]2[CH:36]=[CH:35][CH:34]=[CH:33][CH:32]=2)([C:37]2[CH:42]=[CH:41][CH:40]=[CH:39][CH:38]=2)[O:10][CH2:11][C@H:12]2[O:16][C@@H:15]([N:17]3[CH:25]=[C:23]([CH3:24])[C:21](=[O:22])[NH:20][C:18]3=[O:19])[CH2:14][C@@H:13]2[CH3:26])[CH:6]=[CH:7][CH:8]=1. Procedure details: Compound 185 (0.70 g, 1.17 mmol) was dissolved in dry methanol. The reaction was cooled to 0° C. and NH3 in MeOH (1.5 ml, Ca. 9 M) was added dropwise via syringe. The reaction mixture was allowed to warm gradually to room temperature. After stirring for 24 hours the solution was concentrated to dryness, and the residue was chromatographed on a silica gel column with EtOAc/Hexane (6:4-8:2) as eluent to give 186 (0.40 g, 61%). 1H NMR (CDCl3): δ8.68 (br, 1 H, NH), 7.61 (m, 1 H, Tr), 7.43 (d, 1 H, J...